This data is from the Open Reaction Database (ORD), a public repository of structured organic reaction records. The task is: describe an organic reaction: reactants, conditions, products, and yield Starting materials: S1C2=C(C=C1C(C)(C)C1=C(C(=O)O)C=CC(=C1)OC)C=CC=C2 (2-(1-benzo[b]thiophen-2-yl-1-methylethyl)-4-methoxy-benzoic acid), polyphosphoric acid. Solvent: O (water). Run at temperature 100 celsius, time 1 hour. Product: COC=1C=C2C(C3=C(C4=C(S3)C=CC=C4)C(C2=CC1)=O)(C)C (8-Methoxy-6,6-dimethyl-6H-benzo[b]naphth[2,3-d]thiophen-11-one). Yield: 60.4%. RXN SMILES: [S:1]1[C:5]([C:6]([C:9]2[CH:17]=[C:16]([O:18][CH3:19])[CH:15]=[CH:14][C:10]=2[C:11]([OH:13])=O)([CH3:8])[CH3:7])=[CH:4][C:3]2[CH:20]=[CH:21][CH:22]=[CH:23][C:2]1=2>O>[CH3:19][O:18][C:16]1[CH:17]=[C:9]2[C:10](=[CH:14][CH:15]=1)[C:11](=[O:13])[C:4]1[C:3]3[CH:20]=[CH:21][CH:22]=[CH:23][C:2]=3[S:1][C:5]=1[C:6]2([CH3:7])[CH3:8]. Procedure details: To 2-(1-benzo[b]thiophen-2-yl-1-methylethyl)-4-methoxy-benzoic acid (Compound Z4, 68 mg, 0.22 mmol), polyphosphoric acid (3.5 g) was added, and the mixture was stirred for 1 hr at 100° C. under heating. The mixture was added with water, extracted with ethyl acetate and washed with water. The organic layer was dried over magnesium sulfate. The residues obtained after concentration under reduced pressure were purified by silica gel column chromatography (ethyl acetate/hexane) to obtain the title c... The reactants are P(Br)(Br)Br (phosphorus tribromide), C(C1=CC=CC=C1)C1=C(CO)C=CC=C1 (2-benzylbenzyl alcohol). Solvent: C(Cl)(Cl)(Cl)Cl (carbon tetrachloride), C(Cl)(Cl)(Cl)Cl (carbon tetrachloride). Conditions: temperature 0 celsius, time 2 hour. The product is C(C1=CC=CC=C1)C1=C(CBr)C=CC=C1 (2-benzylbenzyl bromide). The yield is 99.7%. Reaction SMILES: P(Br)(Br)[Br:2].[CH2:5]([C:12]1[CH:19]=[CH:18][CH:17]=[CH:16][C:13]=1[CH2:14]O)[C:6]1[CH:11]=[CH:10][CH:9]=[CH:8][CH:7]=1>C(Cl)(Cl)(Cl)Cl>[CH2:5]([C:12]1[CH:19]=[CH:18][CH:17]=[CH:16][C:13]=1[CH2:14][Br:2])[C:6]1[CH:11]=[CH:10][CH:9]=[CH:8][CH:7]=1. Procedure: A solution of phosphorus tribromide (2.1 mL, 6.0 g, 22.1 mM) in 30 mL of carbon tetrachloride was slowly added dropwise to solution of 2-benzylbenzyl alcohol (1.98 g, 10 mM) in 70 mL of carbon tetrachloride at 0° C. The mixture was stirred at 0° C. for 2 hours, then at room temperature for 2 hours. The solvent was removed in vacuo and the residue diluted with ethyl acetate and saturated aqueous sodium bicarbonate. The organic layer was washed with brine, dried over magnesium sulfate, filtered, a... The product is N#CCOc1cccc(CO)c1. Reactants: N#CCBr, O=C([O-])[O-], CC(C)=O, CN(C)C=O, [K+], [K+], OCc1cccc(O)c1. RXN SMILES: [Br:10][CH2:11][C:12]#[N:13].[C:14](=[O:15])([O-:16])[O-:17].[CH3:20][C:21](=[O:22])[CH3:23].[CH3:24][N:25]([CH3:26])[CH:27]=[O:28].[K+:18].[K+:19].[OH:1][CH2:2][c:3]1[cH:4][c:5]([OH:9])[cH:6][cH:7][cH:8]1>>[OH:1][CH2:2][c:3]1[cH:4][c:5]([O:9][CH2:11][C:12]#[N:13])[cH:6][cH:7][cH:8]1.